Dataset: the Open Reaction Database (ORD), a public repository of structured organic reaction records. Task: describe an organic reaction: reactants, conditions, products, and yield Reactants: CN1CCC2=CC=C(C=C12)N (1-Methylindoline-6-ylamine), C(#N)[BH3-].[Na+] (sodium cyanoborohydride), [N+](=O)([O-])C1=CC=C2CCNC2=C1 (6-nitroindoline), C=O (formaldehyde), [Al](Cl)(Cl)Cl.O.O.O.O.O.O (AlCl3.6H2O). Reagents/catalysts: [Zn] (Zn). Solvent: C1CCOC1 (THF), O (water). Reaction conditions: temperature 25 celsius. The product is C(C)(C)(C)C1=CC=C(C=C1)/C=C/C(=O)NC1=CC=C2CCN(C2=C1)C ((2E)-3-[4-(tert-Butyl)phenyl]-N-(1-methylindolin-6-yl)prop-2-enamide). RXN SMILES: [CH3:1][N:2]1[C:10]2[C:5](=[CH:6][CH:7]=[C:8]([NH2:11])[CH:9]=2)[CH2:4][CH2:3]1.[N+]([C:15]1[CH:23]=[C:22]2[C:18]([CH2:19][CH2:20]N2)=[CH:17][CH:16]=1)([O-])=O.[CH2:24]=[O:25].C([BH3-])#N.[Na+].[Al](Cl)(Cl)Cl.O.O.O.O.O.O>O.[Zn].C1COCC1>[C:5]([C:15]1[CH:23]=[CH:22][C:18](/[CH:19]=[CH:20]/[C:24]([NH:11][C:8]2[CH:9]=[C:10]3[C:5]([CH2:4][CH2:3][N:2]3[CH3:1])=[CH:6][CH:7]=2)=[O:25])=[CH:17][CH:16]=1)([CH3:10])([CH3:6])[CH3:4] |f:3.4,5.6.7.8.9.10.11|. Procedure: 1-Methylindoline-6-ylamine. To a round-bottomed flask was added 6-nitroindoline (1.64 g, 10.0 mmol, Aldrich), 37% aq. formaldehyde (2.35 g, 30.0 mmol, Aldrich) and THF (40 mL). The reaction mixture was magnetically stirred at 25° C. and treated with sodium cyanoborohydride (1.89 g, 30.0 mmol, Aldrich). The reaction mixture was allowed to stir at 25° C. for 30 min, then washed with satd Na2CO3. The aqueous phase was extracted with ethyl ether, the organic phases combined and concentrated in vacuo... Product: [I-].C(C)OC1=C(OCC2(CC[N+](CC2)(CC2=CC=CC=C2)C)O)C=CC=C1 (4-[(2-Ethoxyphenoxy)methyl]-4-hydroxy-1-methyl-1-phenylmethylpiperidinium Iodide). Procedure details: A solution of 6.5 g (0.02 mole) of 4-[(2-ethoxyphenoxy)methyl]-1-phenylmethyl-4-piperidinol in 100 ml of dry acetone was stirred at 10° C. while 4.2 g (0.03 mole) of methyl iodide was added in one portion. The solution was warmed to 30° C. and allowed to cool while stirring overnight. The solid precipitate was collected by filtration to yield 7 g (72.5%) of pale yellow crystals, m.p. 187°-189° C. Conditions: temperature 30 celsius, time 8 hour. The solvent is CC(=O)C (acetone). As a reaction SMILES: [CH2:1]([O:3][C:4]1[CH:25]=[CH:24][CH:23]=[CH:22][C:5]=1[O:6][CH2:7][C:8]1([OH:21])[CH2:13][CH2:12][N:11]([CH2:14][C:15]2[CH:20]=[CH:19][CH:18]=[CH:17][CH:16]=2)[CH2:10][CH2:9]1)[CH3:2].[CH3:26][I:27]>CC(C)=O>[I-:27].[CH2:1]([O:3][C:4]1[CH:25]=[CH:24][CH:23]=[CH:22][C:5]=1[O:6][CH2:7][C:8]1([OH:21])[CH2:9][CH2:10][N+:11]([CH3:26])([CH2:14][C:15]2[CH:20]=[CH:19][CH:18]=[CH:17][CH:16]=2)[CH2:12][CH2:13]1)[CH3:2] |f:3.4|. The reactants are C(C)OC1=C(OCC2(CCN(CC2)CC2=CC=CC=C2)O)C=CC=C1 (4-[(2-ethoxyphenoxy)methyl]-1-phenylmethyl-4-piperidinol), CI (methyl iodide). The yield is 72.4%. Reactants: ClC1=NN(C=C1N(C(C(C)O)=O)CC)C=1C=NC=CC1 (N-(3-chloro-1-(pyridin-3-yl)-1H-pyrazol-4-yl)-N-ethyl-2-hydroxypropanamide), CN(C(=O)Cl)C (dimethylcarbamic chloride). The solvent is C(Cl)Cl (CH2Cl2), C(Cl)Cl (CH2Cl2). Conditions: time 16 hour. Product: CN(C(OC(C(=O)N(CC)C=1C(=NN(C1)C=1C=NC=CC1)Cl)C)=O)C (1-((3-chloro-1-(pyridin-3-yl)-1H-pyrazol-4-yl)(ethyl)amino)-1-oxopropan-2-yl dimethylcarbamate), oil. Yield: 87.0%. RXN SMILES: [Cl:1][C:2]1[C:6]([N:7]([CH2:13][CH3:14])[C:8](=[O:12])[CH:9]([OH:11])[CH3:10])=[CH:5][N:4]([C:15]2[CH:16]=[N:17][CH:18]=[CH:19][CH:20]=2)[N:3]=1.[CH3:21][N:22]([CH3:26])[C:23](Cl)=[O:24]>C(Cl)Cl>[CH3:21][N:22]([CH3:26])[C:23](=[O:24])[O:11][CH:9]([CH3:10])[C:8]([N:7]([C:6]1[C:2]([Cl:1])=[N:3][N:4]([C:15]2[CH:16]=[N:17][CH:18]=[CH:19][CH:20]=2)[CH:5]=1)[CH2:13][CH3:14])=[O:12]. Procedure: To a stirred solution of N-(3-chloro-1-(pyridin-3-yl)-1H-pyrazol-4-yl)-N-ethyl-2-hydroxypropanamide (0.10 g, 0.34 mmol) in CH2Cl2 (1.1 mL) was added dimethylcarbamic chloride (0.073 g, 0.68 mmol). The reaction mixture was stirred at room temperature for 16 hours, and then diluted with CH2Cl2, washed with water. The phases were separated, dried and concentrated. The residue was purified by basic alumina gel chromatography eluting with 0%-70% acetone/hexanes to afford the title compound F93 as a l... The reactants are CO, Cl, COC(=O)c1cncc(O)c1C(=O)c1cc(Cl)ccc1F, [Na+], [OH-], O. Product: O=C(O)c1cncc(O)c1C(=O)c1cc(Cl)ccc1F. Reaction SMILES: [CH3:26][OH:27].[ClH:24].[F:1][c:2]1[c:3]([C:4](=[O:5])[c:6]2[c:7]([OH:16])[cH:8][n:9][cH:10][c:11]2[C:12](=[O:13])[O:14][CH3:15])[cH:17][c:18]([Cl:21])[cH:19][cH:20]1.[Na+:23].[OH-:22].[OH2:25]>>[F:1][c:2]1[c:3]([C:4](=[O:5])[c:6]2[c:7]([OH:16])[cH:8][n:9][cH:10][c:11]2[C:12](=[O:13])[OH:14])[cH:17][c:18]([Cl:21])[cH:19][cH:20]1. The reactants are C(C)(=O)OC1=CC=2C[C@@H]([C@H]3[C@@H]4CCC([C@@]4(C)CC[C@@H]3C2C=C1I)=O)OC(C)=O (3,7β-diacetoxy-2-iodo-estra-1,3,5(10)-trien-17-one), C([O-])(O)=O.[Na+] (sodium bicarbonate). Run in CO (methanol). Run at time 8 hour. Yields the product C(C)(=O)O[C@@H]1[C@H]2[C@@H]3CCC([C@@]3(C)CC[C@@H]2C=2C=C(C(=CC2C1)O)I)=O (7β-Acetoxy-3-hydroxy-2-iodo-estra-1,3,5(10)-trien-17-one). As a reaction SMILES: C([O:4][C:5]1[C:22]([I:23])=[CH:21][C:20]2[C@@H:19]3[C@H:10]([C@H:11]4[C@@:15]([CH2:17][CH2:18]3)([CH3:16])[C:14](=[O:24])[CH2:13][CH2:12]4)[C@@H:9]([O:25][C:26](=[O:28])[CH3:27])[CH2:8][C:7]=2[CH:6]=1)(=O)C.C(=O)(O)[O-].[Na+]>CO>[C:26]([O:25][C@H:9]1[CH2:8][C:7]2[CH:6]=[C:5]([OH:4])[C:22]([I:23])=[CH:21][C:20]=2[C@@H:19]2[C@@H:10]1[C@H:11]1[C@@:15]([CH2:17][CH2:18]2)([CH3:16])[C:14](=[O:24])[CH2:13][CH2:12]1)(=[O:28])[CH3:27] |f:1.2|. Procedure: 700 mg (1.4 mmol) of 3,7β-diacetoxy-2-iodo-estra-1,3,5(10)-trien-17-one was dissolved in 30 ml of methanol, mixed with 1.0 g of sodium bicarbonate, and the reaction mixture was stirred overnight. Then, it was filtered, and the solution was concentrated by evaporation in a rotary evaporator. Flash chromatography (cyclohexane/ethyl acetate) yielded 402 mg (63%) of colorless crytstals. The reactants are Cc1cc(CCCCCBr)no1, COC(=O)CCc1cc(C)on1, Oc1ccc(C2=NCCO2)cc1Cl. Yields the product Cc1cc(CCCCCOc2ccc(C3=NCCO3)cc2Cl)no1. Reaction SMILES: [Br:1][CH2:2][CH2:3][CH2:4][CH2:5][CH2:6][c:7]1[n:8][o:9][c:10]([CH3:12])[cH:11]1.[CH3:26][c:27]1[o:28][n:29][c:30]([CH2:31][CH2:32][C:33]([O:34][CH3:35])=[O:36])[cH:37]1.[Cl:13][c:14]1[cH:15][c:16]([C:21]2=[N:25][CH2:24][CH2:23][O:22]2)[cH:17][cH:18][c:19]1[OH:20]>>[CH2:2]([CH2:3][CH2:4][CH2:5][CH2:6][c:7]1[n:8][o:9][c:10]([CH3:12])[cH:11]1)[O:20][c:19]1[c:14]([Cl:13])[cH:15][c:16]([C:21]2=[N:25][CH2:24][CH2:23][O:22]2)[cH:17][cH:18]1. The reactants are BrCC(=O)OCC (ethyl bromoacetate), BrC1=CC2=CC=C(C=C2C=C1)OC1CCC(CC1)C(C)(C)C (2-bromo-6-(4-tert-butyl-cyclohexyloxy)-naphthalene), C(CCC)[Li] (n-butyllithium), CCCCCC (hexane). Solvent: CCOCC (ether), CCOCC (ether). Reaction conditions: temperature 0 celsius, time 30 minute. Yields the product C(C)OC(CC1=CC2=CC=C(C=C2C=C1)OC1CCC(CC1)C(C)(C)C)=O ([6-(4-tert-Butyl-cyclohexyloxy)-naphthalen-2-yl]-acetic acid ethyl ester). Yield: 22.2%. Reaction SMILES: Br[C:2]1[CH:11]=[CH:10][C:9]2[C:4](=[CH:5][CH:6]=[C:7]([O:12][CH:13]3[CH2:18][CH2:17][CH:16]([C:19]([CH3:22])([CH3:21])[CH3:20])[CH2:15][CH2:14]3)[CH:8]=2)[CH:3]=1.C([Li])CCC.CCCCCC.Br[CH2:35][C:36]([O:38][CH2:39][CH3:40])=[O:37]>CCOCC>[CH2:39]([O:38][C:36](=[O:37])[CH2:35][C:2]1[CH:11]=[CH:10][C:9]2[C:4](=[CH:5][CH:6]=[C:7]([O:12][CH:13]3[CH2:18][CH2:17][CH:16]([C:19]([CH3:22])([CH3:21])[CH3:20])[CH2:15][CH2:14]3)[CH:8]=2)[CH:3]=1)[CH3:40]. Procedure: A solution of 2-bromo-6-(4-tert-butyl-cyclohexyloxy)-naphthalene (2 g, 5.5 mmol) in ether (10 mL) under nitrogen was added 1.6 M n-butyllithium in hexane (4 mL, 6.4 mmol) at 0° C. The solution was stirred for 30 min at 0° C., then treated with copper(I) bromide-dimethyl sulfide complex (0.8 g, 3.9 mmol). After 2 hrs stirring, a solution of ethyl bromoacetate (0.7 mL, 6 mmol) in ether (4 mL) was added. The solution was stirred at 0° C. for 2 hrs, then warmed to room temperature for 3 hrs. The rea...